This data is from the Open Reaction Database (ORD), a public repository of structured organic reaction records. The task is: describe an organic reaction: reactants, conditions, products, and yield Starting materials: O (water), COCCOCCl (Methoxyethoxymethyl chloride), OC=1C=CC(=NC1)C=O (5-hydroxy-2-pyridinecarboxaldehyde), [H-].[Na+] (NaH). Solvent: CN(C)C=O (DMF). Conditions: temperature 25 celsius, time 1 hour. The product is COCCOCOC=1C=CC(=NC1)C=O (5-[(2-methoxyethoxy)methoxy]-2-pyridinecarboxaldehyde). As a reaction SMILES: [CH3:1][O:2][CH2:3][CH2:4][O:5][CH2:6]Cl.[OH:8][C:9]1[CH:10]=[CH:11][C:12]([CH:15]=[O:16])=[N:13][CH:14]=1.[H-].[Na+].O>CN(C=O)C>[CH3:1][O:2][CH2:3][CH2:4][O:5][CH2:6][O:8][C:9]1[CH:10]=[CH:11][C:12]([CH:15]=[O:16])=[N:13][CH:14]=1 |f:2.3|. Reported procedure: Methoxyethoxymethyl chloride (MEM) (19 g, 153 mmol) was added to a solution of 5-hydroxy-2-pyridinecarboxaldehyde (18.4 g, 149 mmol) in 300 ml DMF. NaH (6.3 g of 60% oil dispersion, 158 mmol) were added in portions while cooling the mixture to maintain 20°-30° C. The mixture was stirred an additional 1 hour at 25° C. 5 ml water were added, most of the solvent was evaporated, and water was added to the residue. The mixture was extracted with EtOAc. The extracts were dried over Na2SO4, filtered, a...